The task is: describe an organic reaction: reactants, conditions, products, and yield. This data is from the Open Reaction Database (ORD), a public repository of structured organic reaction records. The reactants are CO, O=[N+]([O-])c1ccc(N2CCN3CCC2CC3)cc1. Product: Nc1ccc(N2CCN3CCC2CC3)cc1. As a reaction SMILES: [CH3:19][OH:20].[N+:1]([O-:2])(=[O:3])[c:4]1[cH:5][cH:6][c:7]([N:10]2[CH2:11][CH2:12][N:13]3[CH2:14][CH2:15][CH:16]2[CH2:17][CH2:18]3)[cH:8][cH:9]1>>[NH2:1][c:4]1[cH:5][cH:6][c:7]([N:10]2[CH2:11][CH2:12][N:13]3[CH2:14][CH2:15][CH:16]2[CH2:17][CH2:18]3)[cH:8][cH:9]1. Starting materials: ClC1=C(C=C(C=C1)C(F)(F)F)[N+](=O)[O-] (4-chloro-3-nitro-α,α,α-trifluorotoluene), O.NN (hydrazine hydrate). Solvent: C(C)O (ethanol). Yields the product ON1N=NC2=C1C=C(C=C2)C(F)(F)F (1-hydroxy-6-(trifluoromethyl)benzotriazole). Yield: 89.5%. As a reaction SMILES: Cl[C:2]1[CH:7]=[CH:6][C:5]([C:8]([F:11])([F:10])[F:9])=[CH:4][C:3]=1[N+:12]([O-:14])=O.O.[NH2:16][NH2:17]>C(O)C>[OH:14][N:12]1[C:3]2[CH:4]=[C:5]([C:8]([F:11])([F:10])[F:9])[CH:6]=[CH:7][C:2]=2[N:17]=[N:16]1 |f:1.2|. Procedure details: The title compound is prepared according to the procedure described by K. Takeda [J. Org. Chem., 50, 273, (1985)]. A mixture of 4-chloro-3-nitro-α,α,α-trifluorotoluene (50.0 g, 0.22 moles) and hydrazine hydrate (33.0, 0.33 moles) in absolute ethanol (75 ml) is refluxed for 24 h. After removal of the solvent under reduced pressure, the residue is dissolved in 10% aqueous sodium carbonate solution. The solution is washed with ether to remove the starting material and acidified with concentrated HC... The reactants are C1CCCCC1, CCOCC, CC(OC(=N)C(Cl)(Cl)Cl)c1cc(C(F)(F)F)cc2ccn(COCC[Si](C)(C)C)c12, ClCCl, F[B-](F)(F)F, [H+], CC(C)(C)OC(=O)N1CCC(CO)(c2ccccc2)CC1. Reaction SMILES: [CH2:52]1[CH2:53][CH2:54][CH2:55][CH2:56][CH2:57]1.[CH2:58]([O:59][CH2:60][CH3:61])[CH3:62].[Cl:1][C:2]([Cl:3])([Cl:4])[C:28](=[NH:29])[O:30][CH:5]([CH3:6])[c:7]1[cH:8][c:9]([C:24]([F:25])([F:26])[F:27])[cH:10][c:11]2[cH:12][cH:13][n:14]([CH2:16][O:17][CH2:18][CH2:19][Si:20]([CH3:21])([CH3:22])[CH3:23])[c:15]12.[Cl:69][CH2:70][Cl:71].[F:63][B-:64]([F:65])([F:66])[F:67].[H+:68].[OH:31][CH2:32][C:33]1([c:46]2[cH:47][cH:48][cH:49][cH:50][cH:51]2)[CH2:34][CH2:35][N:36]([C:39](=[O:40])[O:41][C:42]([CH3:43])([CH3:44])[CH3:45])[CH2:37][CH2:38]1>>[CH:5]([CH3:6])([c:7]1[cH:8][c:9]([C:24]([F:25])([F:26])[F:27])[cH:10][c:11]2[cH:12][cH:13][n:14]([CH2:16][O:17][CH2:18][CH2:19][Si:20]([CH3:21])([CH3:22])[CH3:23])[c:15]12)[O:31][CH2:32][C:33]1([c:46]2[cH:47][cH:48][cH:49][cH:50][cH:51]2)[CH2:34][CH2:35][N:36]([C:39](=[O:40])[O:41][C:42]([CH3:43])([CH3:44])[CH3:45])[CH2:37][CH2:38]1. Yields the product CC(OCC1(c2ccccc2)CCN(C(=O)OC(C)(C)C)CC1)c1cc(C(F)(F)F)cc2ccn(COCC[Si](C)(C)C)c12.